From a dataset of the Open Reaction Database (ORD), a public repository of structured organic reaction records. describe an organic reaction: reactants, conditions, products, and yield The reactants are FC(C1CC(NC1)=O)(F)F (4-(trifluoromethyl)pyrrolidin-2-one), C([O-])([O-])=O.[Cs+].[Cs+] (caesium carbonate), OC1=C(C=NO)C=CC=C1 (2-hydroxybenzaldehyde-oxime), FC1=C(CN2N=C(C=3C2=NC=CC3)C=3N=C(C2=C(N3)NC(C2(C)C)=O)I)C=CC=C1 (2-[1-(2-Fluorobenzyl)-1H-pyrazolo[3,4-b]pyridin-3-yl]-4-iodo-5,5-dimethyl-5,7-dihydro-6H-pyrrolo[2,3-d]pyrimidin-6-one). Reagents/catalysts: [Cu-]=O (copper(I) oxide). Run in C(C)#N (acetonitrile). Conditions: temperature 200 celsius. The product is FC1=C(CN2N=C(C=3C2=NC=CC3)C=3N=C(C2=C(N3)NC(C2(C)C)=O)N2C(CC(C2)C(F)(F)F)=O)C=CC=C1 (2-[1-(2-Fluorobenzyl)-1H-pyrazolo[3,4-b]pyridin-3-yl]-5,5-dimethyl-4-[2-oxo-4-(trifluoromethyl)pyrrolidin-1-yl]-5,7-dihydro-6H-pyrrolo[2,3-d]pyrimidin-6-one). Reaction SMILES: [F:1][C:2]1[CH:30]=[CH:29][CH:28]=[CH:27][C:3]=1[CH2:4][N:5]1[C:9]2=[N:10][CH:11]=[CH:12][CH:13]=[C:8]2[C:7]([C:14]2[N:15]=[C:16](I)[C:17]3[C:22]([CH3:24])([CH3:23])[C:21](=[O:25])[NH:20][C:18]=3[N:19]=2)=[N:6]1.[F:31][C:32]([F:40])([F:39])[CH:33]1[CH2:37][NH:36][C:35](=[O:38])[CH2:34]1.C(=O)([O-])[O-].[Cs+].[Cs+].OC1C=CC=CC=1C=NO>C(#N)C.[Cu-]=O>[F:1][C:2]1[CH:30]=[CH:29][CH:28]=[CH:27][C:3]=1[CH2:4][N:5]1[C:9]2=[N:10][CH:11]=[CH:12][CH:13]=[C:8]2[C:7]([C:14]2[N:15]=[C:16]([N:36]3[CH2:37][CH:33]([C:32]([F:40])([F:39])[F:31])[CH2:34][C:35]3=[O:38])[C:17]3[C:22]([CH3:24])([CH3:23])[C:21](=[O:25])[NH:20][C:18]=3[N:19]=2)=[N:6]1 |f:2.3.4|. Procedure: Under argon atmosphere, 200 mg (purity 62%, 0.24 mmol) of 2-[1-(2-fluorobenzyl)-1H-pyrazolo[3,4-b]pyridin-3-yl]-4-iodo-5,5-dimethyl-5,7-dihydro-6H-pyrrolo[2,3-d]pyrimidin-6-one (example 15A) was suspended in 2.5 ml of absolute acetonitrile, and 738 mg (4.82 mmol) of 4-(trifluoromethyl)pyrrolidin-2-one, 157 mg (0.48 mmol) of caesium carbonate, 7 mg (0.05 mmol) of copper(I) oxide and 26 mg (0.19 mmol) of 2-hydroxybenzaldehyde-oxime were added. The mixture was heated in the microwave for 1 h at 200... The reactants are CN(CCNC(=O)c1ccccc1I)c1ccc(Cl)cc1, O, O=P(Cl)(Cl)Cl. Product: CN1CCN=C(c2ccccc2I)c2cc(Cl)ccc21. Reaction SMILES: [Cl:1][c:2]1[cH:3][cH:4][c:5]([N:8]([CH2:9][CH2:10][NH:11][C:12]([c:13]2[c:14]([I:19])[cH:15][cH:16][cH:17][cH:18]2)=[O:20])[CH3:21])[cH:6][cH:7]1.[OH2:27].[P:22]([Cl:23])([Cl:24])([Cl:25])=[O:26]>>[Cl:1][c:2]1[cH:3][c:4]2[c:5]([cH:6][cH:7]1)[N:8]([CH3:21])[CH2:9][CH2:10][N:11]=[C:12]2[c:13]1[c:14]([I:19])[cH:15][cH:16][cH:17][cH:18]1. Product: COC(=O)c1ccc(OCc2ccccc2)c(-n2cccc2)c1. As a reaction SMILES: [CH2:1]([c:2]1[cH:3][cH:4][cH:5][cH:6][cH:7]1)[Br:8].[CH3:25][C:26]([CH3:27])([O-:28])[CH3:29].[CH3:32][N:33]([CH3:34])[CH:35]=[O:36].[K+:30].[OH2:31].[OH:9][c:10]1[c:11](-[n:20]2[cH:21][cH:22][cH:23][cH:24]2)[cH:12][c:13]([C:14](=[O:15])[O:16][CH3:17])[cH:18][cH:19]1>>[CH2:1]([c:2]1[cH:3][cH:4][cH:5][cH:6][cH:7]1)[O:9][c:10]1[c:11](-[n:20]2[cH:21][cH:22][cH:23][cH:24]2)[cH:12][c:13]([C:14](=[O:15])[O:16][CH3:17])[cH:18][cH:19]1. Starting materials: BrCc1ccccc1, CC(C)(C)[O-], CN(C)C=O, [K+], O, COC(=O)c1ccc(O)c(-n2cccc2)c1. Reactants: OC1=CC=C(C=C1)C(C1=CC=C(C=C1)OCCCC(=O)OCC)=C1CC(CC(C1)(C)C)(C)C (Ethyl 4-({4-[(4-hydroxyphenyl)(3,3,5,5-tetramethylcyclohexylidene)methyl]phenyl}oxy)butanoate), [OH-].[Na+] (NaOH), Cl (HCl). Solvent: C1CCOC1.CCO (THF EtOH). Yields the product OC1=CC=C(C=C1)C(C1=CC=C(C=C1)OCCCC(=O)O)=C1CC(CC(C1)(C)C)(C)C (4-({4-[(4-hydroxyphenyl)(3,3,5,5-tetramethylcyclohexylidene)methyl]phenyl}oxy)butanoic acid). The yield is 94.7%. Reaction SMILES: [OH:1][C:2]1[CH:7]=[CH:6][C:5]([C:8](=[C:24]2[CH2:29][C:28]([CH3:31])([CH3:30])[CH2:27][C:26]([CH3:33])([CH3:32])[CH2:25]2)[C:9]2[CH:14]=[CH:13][C:12]([O:15][CH2:16][CH2:17][CH2:18][C:19]([O:21]CC)=[O:20])=[CH:11][CH:10]=2)=[CH:4][CH:3]=1.[OH-].[Na+].Cl>C1COCC1.CCO>[OH:1][C:2]1[CH:7]=[CH:6][C:5]([C:8](=[C:24]2[CH2:29][C:28]([CH3:31])([CH3:30])[CH2:27][C:26]([CH3:33])([CH3:32])[CH2:25]2)[C:9]2[CH:14]=[CH:13][C:12]([O:15][CH2:16][CH2:17][CH2:18][C:19]([OH:21])=[O:20])=[CH:11][CH:10]=2)=[CH:4][CH:3]=1 |f:1.2,4.5|. Procedure: The hydrolysis conditions described for 191 was followed. A solution of ethyl 4-({4-[(4-hydroxyphenyl)(3,3,5,5-tetramethylcyclohexylidene)methyl]phenyl}oxy)butanoate (222) (0.760 g, 1.7 mmol) in THF/EtOH (1:1, 40 mL) was treated with 1 N NaOH (20 ml, excess) at 70° C. for 1 h. The reaction mixture was poured into 20% aqueous HCl (200 mL). The precipitated product was filtered and dried under reduced pressure to afford 0.68 g (95%) of compound 223 as an off-white solid. mp 203-204° C. 1H NMR (300...